Dataset: the Open Reaction Database (ORD), a public repository of structured organic reaction records. Task: describe an organic reaction: reactants, conditions, products, and yield The reactants are CC(C)(C)OC(=O)C(Cc1ccccc1C(=O)OCc1ccccc1)C(O)C1CCCCC1, ClCCl, O=C(O)C(F)(F)F. The product is O=C(OCc1ccccc1)c1ccccc1CC(C(=O)O)C(O)C1CCCCC1. As a reaction SMILES: [CH2:1]([c:2]1[cH:3][cH:4][cH:5][cH:6][cH:7]1)[O:8][C:9](=[O:10])[c:11]1[c:12]([CH2:17][CH:18]([C:19](=[O:20])[O:21][C:22]([CH3:23])([CH3:24])[CH3:25])[CH:26]([OH:27])[CH:28]2[CH2:29][CH2:30][CH2:31][CH2:32][CH2:33]2)[cH:13][cH:14][cH:15][cH:16]1.[Cl:41][CH2:42][Cl:43].[OH:34][C:35]([C:36]([F:37])([F:38])[F:39])=[O:40]>>[CH2:1]([c:2]1[cH:3][cH:4][cH:5][cH:6][cH:7]1)[O:8][C:9](=[O:10])[c:11]1[c:12]([CH2:17][CH:18]([C:19](=[O:20])[OH:21])[CH:26]([OH:27])[CH:28]2[CH2:29][CH2:30][CH2:31][CH2:32][CH2:33]2)[cH:13][cH:14][cH:15][cH:16]1. RXN SMILES: [BH4-:27].[CH3:1][CH2:2][OH:3].[Cl:4][c:5]1[cH:6][c:7]([CH:8]=[N:9][c:10]2[cH:11][cH:12][c:13]([CH:16]3[C:17](=[O:22])[NH:18][C:19](=[O:21])[S:20]3)[cH:14][cH:15]2)[cH:23][cH:24][c:25]1[Cl:26].[Na+:28].[OH2:29]>>[Cl:4][c:5]1[cH:6][c:7]([CH2:8][NH:9][c:10]2[cH:11][cH:12][c:13]([CH:16]3[C:17](=[O:22])[NH:18][C:19](=[O:21])[S:20]3)[cH:14][cH:15]2)[cH:23][cH:24][c:25]1[Cl:26]. Reactants: [BH4-], CCO, O=C1NC(=O)C(c2ccc(N=Cc3ccc(Cl)c(Cl)c3)cc2)S1, [Na+], O. Product: O=C1NC(=O)C(c2ccc(NCc3ccc(Cl)c(Cl)c3)cc2)S1.